From a dataset of the Open Reaction Database (ORD), a public repository of structured organic reaction records. describe an organic reaction: reactants, conditions, products, and yield Reactants: CCc1ccc(Nc2cc(C(C)(C)C)nn2-c2ccccc2C)c(C(=O)OC)c1, C1CCOC1, CO, Cl, [Li+], [OH-], O, O. The product is CCc1ccc(Nc2cc(C(C)(C)C)nn2-c2ccccc2C)c(C(=O)O)c1. RXN SMILES: [C:1]([CH3:2])([CH3:3])([CH3:4])[c:5]1[n:6][n:7](-[c:23]2[c:24]([CH3:29])[cH:25][cH:26][cH:27][cH:28]2)[c:8]([NH:10][c:11]2[c:12]([C:13](=[O:14])[O:15][CH3:16])[cH:17][c:18]([CH2:21][CH3:22])[cH:19][cH:20]2)[cH:9]1.[CH2:36]1[O:37][CH2:38][CH2:39][CH2:40]1.[CH3:34][OH:35].[ClH:33].[Li+:32].[OH-:31].[OH2:30].[OH2:41]>>[C:1]([CH3:2])([CH3:3])([CH3:4])[c:5]1[n:6][n:7](-[c:23]2[c:24]([CH3:29])[cH:25][cH:26][cH:27][cH:28]2)[c:8]([NH:10][c:11]2[c:12]([C:13](=[O:14])[OH:15])[cH:17][c:18]([CH2:21][CH3:22])[cH:19][cH:20]2)[cH:9]1. Run at temperature 25 celsius, time 2 hour. Reactants: Cc1ccc(F)cc1C(=O)O, COc1ccc(N)cn1. As a reaction SMILES: COc1ccc(N)cn1.Cc1ccc(F)cc1C(=O)O.[B-](F)(F)(F)F.CN(C)C(=[N+](C)C)ON1C(=O)C2=CC=CC=C2N=N1.CCN(C(C)C)C(C)C.CN(C)C=O>>COc1ccc(NC(=O)c2cc(F)ccc2C)cn1. Reagents/catalysts: [B-](F)(F)(F)F.CN(C)C(=[N+](C)C)ON1C(=O)C2=CC=CC=C2N=N1 (TDBTU), CCN(C(C)C)C(C)C (DIPEA). The product is COc1ccc(NC(=O)c2cc(F)ccc2C)cn1. Solvent: CN(C)C=O (DMF), CN(C)C=O (DMF), CN(C)C=O (DMF), CN(C)C=O (DMF), CN(C)C=O (DMF), CN(C)C=O (DMF). Isolated yield 66.6%. Reactants: CC=1C=CC2=C(NC3=C(N(C2=O)C)C=CC=C3)N1 (6,11-dihydro-2,6-dimethyl-5H-pyrido-[2,3-b][1,5]benzodiazepin-5-one), [H-].[Na+] (sodium hydride), C(C)N(C(C)C)CCCCl (3-(N-ethyl-N-isopropyl-amino)-propyl chloride). The solvent is O1CCOCC1 (dioxane). Conditions: temperature 90 celsius, time 1 hour. The product is C(C)N(C(C)C)CCCN1C2=C(C(N(C3=C1C=CC=C3)C)=O)C=CC(=N2)C (11-[3-(N-Ethyl-N-isopropyl-amino)-propyl]-6,11-dihydro-2,6-dimethyl-5H-pyrido[2,3-b][1,5]benzodiazepin-5-one). As a reaction SMILES: [CH3:1][C:2]1[CH:3]=[CH:4][C:5]2[C:11](=[O:12])[N:10]([CH3:13])[C:9]3[CH:14]=[CH:15][CH:16]=[CH:17][C:8]=3[NH:7][C:6]=2[N:18]=1.[H-].[Na+].[CH2:21]([N:23]([CH2:27][CH2:28][CH2:29]Cl)[CH:24]([CH3:26])[CH3:25])[CH3:22]>O1CCOCC1>[CH2:21]([N:23]([CH2:27][CH2:28][CH2:29][N:7]1[C:8]2[CH:17]=[CH:16][CH:15]=[CH:14][C:9]=2[N:10]([CH3:13])[C:11](=[O:12])[C:5]2[CH:4]=[CH:3][C:2]([CH3:1])=[N:18][C:6]1=2)[CH:24]([CH3:26])[CH3:25])[CH3:22] |f:1.2|. Procedure details: A mixture consisting of 4.5 gm of 6,11-dihydro-2,6-dimethyl-5H-pyrido-[2,3-b][1,5]benzodiazepin-5-one, 60 ml of dioxane and 1.27 gm of 50% sodium hydride in mineral oil was stirred at 90° C. for 1 hour. Thereafter, 4.3 gm of 3-(N-ethyl-N-isopropyl-amino)-propyl chloride were added dropwise, and the mixture was refluxed for 17 hours. The reaction solution was then evaporated in vacuo, and the residue was purified over a silica gel column and recrystallized from petroleum ether, yielding 36% of th...